describe an organic reaction: reactants, conditions, products, and yield From a dataset of the Open Reaction Database (ORD), a public repository of structured organic reaction records. As a reaction SMILES: [CH3:36][C:37]([OH:38])([CH2:39][CH3:40])[CH2:41][CH3:42].[CH3:3][O:4][c:5]1[cH:6][cH:7][c:8]([O:9][CH:10]2[CH2:11][N:12]([C:14]([CH2:15][CH2:16][C:17]([C:18]#[N:19])([c:20]3[cH:21][cH:22][cH:23][cH:24][cH:25]3)[c:26]3[cH:27][cH:28][cH:29][cH:30][cH:31]3)([CH3:32])[CH3:33])[CH2:13]2)[cH:34][cH:35]1.[K+:2].[OH-:1]>>[O:1]=[C:18]([C:17]([CH2:16][CH2:15][C:14]([N:12]1[CH2:11][CH:10]([O:9][c:8]2[cH:7][cH:6][c:5]([O:4][CH3:3])[cH:35][cH:34]2)[CH2:13]1)([CH3:32])[CH3:33])([c:20]1[cH:21][cH:22][cH:23][cH:24][cH:25]1)[c:26]1[cH:27][cH:28][cH:29][cH:30][cH:31]1)[NH2:19]. Yields the product COc1ccc(OC2CN(C(C)(C)CCC(C(N)=O)(c3ccccc3)c3ccccc3)C2)cc1. The reactants are CCC(C)(O)CC, COc1ccc(OC2CN(C(C)(C)CCC(C#N)(c3ccccc3)c3ccccc3)C2)cc1, [K+], [OH-]. Run at time 12 hour. RXN SMILES: [CH2:1]([O:8][C:9]([NH:11][C@H:12]([C:24]([OH:26])=O)[CH2:13][CH2:14][CH2:15][NH:16][C:17]([O:19][C:20]([CH3:23])([CH3:22])[CH3:21])=[O:18])=[O:10])[C:2]1[CH:7]=[CH:6][CH:5]=[CH:4][CH:3]=1.[C:27]([O:31][C:32](=[O:39])[NH:33][CH2:34][C@H:35]([NH2:38])[CH2:36][OH:37])([CH3:30])([CH3:29])[CH3:28].C(Cl)CCl.C1C=CC2N(O)N=NC=2C=1>CN(C)C=O>[CH2:1]([O:8][C:9](=[O:10])[NH:11][C@H:12]([C:24]([NH:38][C@H:35]([CH2:36][OH:37])[CH2:34][NH:33][C:32]([O:31][C:27]([CH3:28])([CH3:29])[CH3:30])=[O:39])=[O:26])[CH2:13][CH2:14][CH2:15][NH:16][C:17]([O:19][C:20]([CH3:21])([CH3:22])[CH3:23])=[O:18])[C:2]1[CH:3]=[CH:4][CH:5]=[CH:6][CH:7]=1. Procedure details: Under argon, 0.18 g (0.49 mmol) of N2-[(benzyloxy)carbonyl]-N5-(tert-butoxycarbonyl)-L-ornithine and 0.122 g (0.64 mmol) of tert-butyl[(2S)-2-amino-3-hydroxypropyl]carbamate (Example 251A) are dissolved in 6 ml of dimethylformamide. Then, at 0° C. (ice bath), 0.123 g (0.64 mmol) of EDC and 0.02 g (0.15 mmol) of HOBt are added. The mixture is slowly warmed to RT and stirred at RT for 12 h. The solution is concentrated in vacuo and the residue is taken up with ethyl acetate. The organic phase is w... The solvent is CN(C=O)C (dimethylformamide). Yields the product C(C1=CC=CC=C1)OC(N[C@@H](CCCNC(=O)OC(C)(C)C)C(=O)N[C@@H](CNC(=O)OC(C)(C)C)CO)=O (Benzyl[(1S)-4-[(tert-butoxycarbonyl)amino]-1-({[(1S)-2-[(tert-butoxycarbonyl)amino]-1-(hydroxymethyl)ethyl]amino}carbonyl)butyl]carbamate). Reactants: C(C1=CC=CC=C1)OC(=O)N[C@@H](CCCNC(=O)OC(C)(C)C)C(=O)O (N2-[(benzyloxy)carbonyl]-N5-(tert-butoxycarbonyl)-L-ornithine), C(C)(C)(C)OC(NC[C@@H](CO)N)=O (tert-Butyl[(2S)-2-amino-3-hydroxypropyl]carbamate), C(CCl)Cl (EDC), C=1C=CC2=C(C1)N=NN2O (HOBt).